Dataset: the Open Reaction Database (ORD), a public repository of structured organic reaction records. Task: describe an organic reaction: reactants, conditions, products, and yield The reactants are C(C)(C)(C)S(=O)(=O)C=1C=C2C(=CC=NC2=CC1OCC(F)F)Cl (6-(tert-butylsulfonyl)-4-chloro-7-(2,2-difluoroethoxy)quinoline), CC1=NNC(=C1C)N (3,4-dimethyl-1H-pyrazol-5-amine), CCO (EtOH). The reagents and catalysts are Cl (HCl). The solvent is CC#N (MeCN). Reaction conditions: temperature 80 celsius. Product: Cl.C(C)(C)(C)S(=O)(=O)C=1C=C2C(=CC=NC2=CC1OCC(F)F)NC1=C(C(=NN1)C)C (6-(tert-butylsulfonyl)-7-(2,2-difluoroethoxy)-N-(3,4-dimethyl-1H-pyrazol-5-yl)quinolin-4-amine, hydrochloride). The yield is 84.2%. RXN SMILES: [C:1]([S:5]([C:8]1[CH:9]=[C:10]2[C:15](=[CH:16][C:17]=1[O:18][CH2:19][CH:20]([F:22])[F:21])[N:14]=[CH:13][CH:12]=[C:11]2[Cl:23])(=[O:7])=[O:6])([CH3:4])([CH3:3])[CH3:2].[CH3:24][C:25]1[C:29]([CH3:30])=[C:28]([NH2:31])[NH:27][N:26]=1.CCO>Cl.CC#N>[ClH:23].[C:1]([S:5]([C:8]1[CH:9]=[C:10]2[C:15](=[CH:16][C:17]=1[O:18][CH2:19][CH:20]([F:22])[F:21])[N:14]=[CH:13][CH:12]=[C:11]2[NH:31][C:28]1[NH:27][N:26]=[C:25]([CH3:24])[C:29]=1[CH3:30])(=[O:7])=[O:6])([CH3:4])([CH3:3])[CH3:2] |f:5.6|. Procedure: To 6-(tert-butylsulfonyl)-4-chloro-7-(2,2-difluoroethoxy)quinoline (85 mg, 0.234 mmol) and 3,4-dimethyl-1H-pyrazol-5-amine (33.8 mg, 0.304 mmol) in a microwave vial was added EtOH (779 μl) followed by 1 drop of 1N aq HCl (8.52 mg, 0.234 mmol). The vial was sealed and heated to 80° C. behind a blast shield overnight. LCMS showed full conversion to product. Concentrated reaction and triturated resulting residue with ˜2 mL of MeCN using ˜1 min of sonication. Filtered resulting solid, rinsing with M... Reactants: N1C=C(C2=CC=CC=C12)CCN1C(C2=CC=CC=C2C1=O)=O (2-[2-(1H-indol-3-yl)-ethyl]-isoindole-1,3-dione), pyridinium bromide perbromide. Solvent: O1CCCC1 (tetrahydrofuran), C(Cl)(Cl)Cl (chloroform). Run at temperature 0 celsius, time 50 minute. Product: BrC=1NC2=CC=CC=C2C1CCN1C(C2=CC=CC=C2C1=O)=O (2-[2-(2-bromo-1H-indol-3-yl)-ethyl]-isoindole-1,3-dione). RXN SMILES: [NH:1]1[C:9]2[C:4](=[CH:5][CH:6]=[CH:7][CH:8]=2)[C:3]([CH2:10][CH2:11][N:12]2[C:20](=[O:21])[C:19]3[C:14](=[CH:15][CH:16]=[CH:17][CH:18]=3)[C:13]2=[O:22])=[CH:2]1.C1C=C[NH+]=CC=1.[Br:29][Br-]Br>O1CCCC1.C(Cl)(Cl)Cl>[Br:29][C:2]1[NH:1][C:9]2[C:4]([C:3]=1[CH2:10][CH2:11][N:12]1[C:13](=[O:22])[C:14]3[C:19](=[CH:18][CH:17]=[CH:16][CH:15]=3)[C:20]1=[O:21])=[CH:5][CH:6]=[CH:7][CH:8]=2 |f:1.2|. Procedure: To a solution of 2-[2-(1H-indol-3-yl)-ethyl]-isoindole-1,3-dione (1.0 g in a mixture of 10 mL dry tetrahydrofuran and 10 mL dry chloroform) at 0° C. was added pyridinium bromide perbromide (1.14 g) and the reaction stirred at 0° C. After 50 minutes, the reaction was quenched by the addition of saturated sodium bicarbonate and extracted with ethyl acetate. The organic portion was washed with saturated sodium bicarbonate (3×) and 0.3M sodium bisulfate (3×) then dried over magnesium sulfate. Purifi... The reactants are Cl.O1CCOCC1 (Hydrochloric acid dioxane), [Si](C1=CC=CC=C1)(C1=CC=CC=C1)(C(C)(C)C)OC[C@H]1[C@@H](CC[C@@H]1CO[Si](C1=CC=CC=C1)(C1=CC=CC=C1)C(C)(C)C)N1C2=NC=NC(=C2N=C1)N (9-[(1R,2R,3S)-2,3-bis-(t-butyldiphenylsilyloxymethyl)-1-cyclopentyl]-adenine). Run in CO (methanol). Reaction conditions: time 8 hour. The product is OC[C@H]1[C@@H](CC[C@@H]1CO)N1C2=NC=NC(=C2N=C1)N (9-[(1R,2R,3S)-2,3-bis(hydroxymethyl)-1-cyclopentyl]-adenine). The yield is 96.1%. Reaction SMILES: Cl.O1CCOCC1.[Si]([O:25][CH2:26][C@@H:27]1[C@@H:31]([CH2:32][O:33][Si](C(C)(C)C)(C2C=CC=CC=2)C2C=CC=CC=2)[CH2:30][CH2:29][C@H:28]1[N:51]1[CH:59]=[N:58][C:57]2[C:52]1=[N:53][CH:54]=[N:55][C:56]=2[NH2:60])(C(C)(C)C)(C1C=CC=CC=1)C1C=CC=CC=1>CO>[OH:25][CH2:26][C@@H:27]1[C@@H:31]([CH2:32][OH:33])[CH2:30][CH2:29][C@H:28]1[N:51]1[CH:59]=[N:58][C:57]2[C:52]1=[N:53][CH:54]=[N:55][C:56]=2[NH2:60] |f:0.1|. Reported procedure: 4N-Hydrochloric acid/dioxane (0.17 ml, 0.68 mmole) was added to a solution of 9-[(1R,2R,3S)-2,3-bis-(t-butyldiphenylsilyloxymethyl)-1-cyclopentyl]-adenine (129 mg, 0.17 mmole) in methanol (1 ml). After stirring the mixture at room temperature overnight, solvent was distilled off from the reaction mixture under reduced pressure, after which water was added to the residue, ether-soluble material was removed therefrom, the residual solution was neutralized with 0.1N solution of sodium hydroxide, an... Starting materials: COC(C1=CC(=CC(=C1)OCCCOC1=CC=C(C=C1)C1=CC=CC=C1)OCCCOC1=CC=C(C=C1)C1=CC=CC=C1)=O (3,5-bis[3-(1,1'-biphenyl-4-yloxy)propoxy]benzoic acid methyl ester), [OH-].[Na+] (NaOH). Run in CO (methanol), O1CCOCC1 (dioxane). Product: C1(=CC=C(C=C1)OCCCOC=1C=C(C(=O)O)C=C(C1)OCCCOC1=CC=C(C=C1)C1=CC=CC=C1)C1=CC=CC=C1 (3,5-bis[3-(1,1'-biphenyl-4-yloxy)propoxy]benzoic acid). Isolated yield 88.7%. As a reaction SMILES: C[O:2][C:3](=[O:44])[C:4]1[CH:9]=[C:8]([O:10][CH2:11][CH2:12][CH2:13][O:14][C:15]2[CH:20]=[CH:19][C:18]([C:21]3[CH:26]=[CH:25][CH:24]=[CH:23][CH:22]=3)=[CH:17][CH:16]=2)[CH:7]=[C:6]([O:27][CH2:28][CH2:29][CH2:30][O:31][C:32]2[CH:37]=[CH:36][C:35]([C:38]3[CH:43]=[CH:42][CH:41]=[CH:40][CH:39]=3)=[CH:34][CH:33]=2)[CH:5]=1.[OH-].[Na+]>CO.O1CCOCC1>[C:18]1([C:21]2[CH:26]=[CH:25][CH:24]=[CH:23][CH:22]=2)[CH:17]=[CH:16][C:15]([O:14][CH2:13][CH2:12][CH2:11][O:10][C:8]2[CH:9]=[C:4]([CH:5]=[C:6]([O:27][CH2:28][CH2:29][CH2:30][O:31][C:32]3[CH:37]=[CH:36][C:35]([C:38]4[CH:39]=[CH:40][CH:41]=[CH:42][CH:43]=4)=[CH:34][CH:33]=3)[CH:7]=2)[C:3]([OH:44])=[O:2])=[CH:20][CH:19]=1 |f:1.2|. Reported procedure: A solution of 1.5 g (2.55 mmol) of 3,5-bis[3-(1,1'-biphenyl-4-yloxy)propoxy]benzoic acid methyl ester and 15 mL (15 mmol) of 1N NaOH in 45 mL of methanol and 40 mL of dioxane was stirred at reflux for 6 hours. The reaction mixture was concentrated at reduced pressure, the residue was acidified and the product was filtered and recrystallized from ethyl acetate to give 1.3 g (89% yield, mp 186°-187°) of 3,5-bis[3-(1,1'-biphenyl-4-yloxy)propoxy]benzoic acid.